This data is from the Open Reaction Database (ORD), a public repository of structured organic reaction records. The task is: describe an organic reaction: reactants, conditions, products, and yield The product is CC(C)(C)OC(=O)Nc1ccnc(Cl)c1C=O. Starting materials: [Li]C(C)(C)C, C1CCOC1, CCCCC, CC(C)(C)OC(=O)Nc1ccnc(Cl)c1, CN(C)C=O. Reaction SMILES: [C:21]([Li:22])([CH3:23])([CH3:24])[CH3:25].[CH2:31]1[O:32][CH2:33][CH2:34][CH2:35]1.[CH3:16][CH2:17][CH2:18][CH2:19][CH3:20].[Cl:1][c:2]1[n:3][cH:4][cH:5][c:6]([NH:8][C:9]([O:10][C:11]([CH3:12])([CH3:13])[CH3:14])=[O:15])[cH:7]1.[O:26]=[CH:27][N:28]([CH3:29])[CH3:30]>>[Cl:1][c:2]1[n:3][cH:4][cH:5][c:6]([NH:8][C:9]([O:10][C:11]([CH3:12])([CH3:13])[CH3:14])=[O:15])[c:7]1[CH:27]=[O:26]. The reactants are C(=O)(Cl)Cl (phosgene), Cl.NC=1C(=NC=CC1)NC1=C(C=CC=C1)F (3-amino-2-(2-fluoroanilino)pyridine hydrochloride). Run in O (water). Product: FC1=C(C=CC=C1)N1C(NC=2C1=NC=CC2)=O (3-(2-fluorophenyl)-1,3-dihydroimidazo[ 4,5-b] pyridin-2-one). Reaction SMILES: Cl.[NH2:2][C:3]1[C:4]([NH:9][C:10]2[CH:15]=[CH:14][CH:13]=[CH:12][C:11]=2[F:16])=[N:5][CH:6]=[CH:7][CH:8]=1.[C:17](Cl)(Cl)=[O:18]>O>[F:16][C:11]1[CH:12]=[CH:13][CH:14]=[CH:15][C:10]=1[N:9]1[C:4]2=[N:5][CH:6]=[CH:7][CH:8]=[C:3]2[NH:2][C:17]1=[O:18] |f:0.1|. Reported procedure: The product from step B (1.5 g.) was dissolved in 40 ml. of water and treated with phosgene as described in Example 1, Step C, to provide 3-(2-fluorophenyl)-1,3-dihydroimidazo[ 4,5-b] pyridin-2-one, m.p. 199°-200° C. The reactants are C(=O)(C(F)(F)F)O (TFA), COC1=CC=C(CN2N=CC=3C2=NC=CC3N3CCN(CC3)C(=O)OC(C)(C)C)C=C1 (tert-butyl 4-(1-(4-methoxybenzyl)-1H-pyrazolo[3,4-b]pyridin-4-yl)piperazine-1-carboxylate), C(=O)(C(F)(F)F)O (TFA), [Li+].[OH-] (LiOH), CC(C)(C)OC(=O)OC(=O)OC(C)(C)C (Boc2O). Solvent: O (water), CCOCC (Ether), C(Cl)Cl (DCM). Run at time 1 hour. Product: N1N=CC=2C1=NC=CC2N2CCN(CC2)C(=O)OC(C)(C)C (tert-butyl 4-(1H-pyrazolo[3,4-b]pyridin-4-yl)piperazine-1-carboxylate). Isolated yield 48.3%. As a reaction SMILES: C(O)(C(F)(F)F)=O.COC1C=CC(C[N:15]2[C:19]3=[N:20][CH:21]=[CH:22][C:23]([N:24]4[CH2:29][CH2:28][N:27]([C:30]([O:32][C:33]([CH3:36])([CH3:35])[CH3:34])=[O:31])[CH2:26][CH2:25]4)=[C:18]3[CH:17]=[N:16]2)=CC=1.[Li+].[OH-].CC(OC(OC(OC(C)(C)C)=O)=O)(C)C>C(Cl)Cl.O.CCOCC>[NH:15]1[C:19]2=[N:20][CH:21]=[CH:22][C:23]([N:24]3[CH2:29][CH2:28][N:27]([C:30]([O:32][C:33]([CH3:36])([CH3:35])[CH3:34])=[O:31])[CH2:26][CH2:25]3)=[C:18]2[CH:17]=[N:16]1 |f:2.3|. Procedure details: TFA (6 mL) was added to tert-butyl 4-(1-(4-methoxybenzyl)-1H-pyrazolo[3,4-b]pyridin-4-yl)piperazine-1-carboxylate (1.59 g, 3.754 mmol) in DCM (30 mL) and stirred at room temperature for 1 hour. The reaction was then concentrated to dryness and dried under vacuum for 3 hours. TFA (8.68 mL, 112.6 mmol) was added, and the mixture was heated at 65° C. for 2 hours. The reaction was then concentrated to dryness. The resulting residue was added to THF (10 mL), a LiOH solution (3.8 mL, 7.5 mmol, 2N) and...